Dataset: the Open Reaction Database (ORD), a public repository of structured organic reaction records. Task: describe an organic reaction: reactants, conditions, products, and yield Reactants: [H-].[Na+] (sodium hydride), COC1=NC(=NC(=C1)OC)OC1=C(C=2C(=C(NC2C=C1)C)C(=O)OCC)C(=O)OCC1=CC=CC=C1 (benzyl 5-[(4,6-dimethoxypyrimidin-2-yl)oxy]-3-ethoxycarbonyl-2-methylindol-4-carboxylate), C(C1=CC=CC=C1)(=O)Cl (benzoyl chloride). The solvent is O1CCCC1 (tetrahydrofuran). Run at time 30 minute. Yields the product C(C1=CC=CC=C1)OC(=O)C=1C=2C(=C(N(C2C=CC1OC1=NC(=CC(=N1)OC)OC)C(C1=CC=CC=C1)=O)C)C(=O)OCC (Benzyl-1-benzoyl-5-[(4,6-dimethoxypyrimidin-2-yl)oxy]-3-ethoxycarbonyl-2-methylindol-4-carboxylate). The yield is 91.9%. Reaction SMILES: [CH3:1][O:2][C:3]1[CH:8]=[C:7]([O:9][CH3:10])[N:6]=[C:5]([O:11][C:12]2[CH:20]=[CH:19][C:18]3[NH:17][C:16]([CH3:21])=[C:15]([C:22]([O:24][CH2:25][CH3:26])=[O:23])[C:14]=3[C:13]=2[C:27]([O:29][CH2:30][C:31]2[CH:36]=[CH:35][CH:34]=[CH:33][CH:32]=2)=[O:28])[N:4]=1.[H-].[Na+].[C:39](Cl)(=[O:46])[C:40]1[CH:45]=[CH:44][CH:43]=[CH:42][CH:41]=1>O1CCCC1>[CH2:30]([O:29][C:27]([C:13]1[C:14]2[C:15]([C:22]([O:24][CH2:25][CH3:26])=[O:23])=[C:16]([CH3:21])[N:17]([C:39](=[O:46])[C:40]3[CH:45]=[CH:44][CH:43]=[CH:42][CH:41]=3)[C:18]=2[CH:19]=[CH:20][C:12]=1[O:11][C:5]1[N:4]=[C:3]([O:2][CH3:1])[CH:8]=[C:7]([O:9][CH3:10])[N:6]=1)=[O:28])[C:31]1[CH:36]=[CH:35][CH:34]=[CH:33][CH:32]=1 |f:1.2|. Procedure: 1.5 g of benzyl 5-[(4,6-dimethoxypyrimidin-2-yl)oxy]-3-ethoxycarbonyl-2-methylindol-4-carboxylate was dissolved in 50 ml of tetrahydrofuran, and 0.176 g of 60% sodium hydride was added thereto. The mixture was stirred at room temperature for 30 minutes. Then, 0.51 g of benzoyl chloride was dropwise added thereto at room temperature, and the mixture was stirred for 4 hours. After concentration under reduced pressure, the mixture was poured into ice water and extracted with ethyl acetate. The orga... The reactants are ClC1=NC(=NS1)CCl (5-chloro-3-chloromethyl-1,2,4-thiadiazole), NCCS (cysteamine). Yields the product NCCSCC1=NSC(=N1)Cl (3-[(2-aminoethyl)thiomethyl]-5-chloro-1,2,4-thiadiazole). RXN SMILES: [Cl:1][C:2]1[S:6][N:5]=[C:4]([CH2:7]Cl)[N:3]=1.[NH2:9][CH2:10][CH2:11][SH:12]>>[NH2:9][CH2:10][CH2:11][S:12][CH2:7][C:4]1[N:3]=[C:2]([Cl:1])[S:6][N:5]=1. Reported procedure: Reacting 5-chloro-3-chloromethyl-1,2,4-thiadiazole with cysteamine by the procedure of Example 1(i)(c) gives 3-[(2-aminoethyl)thiomethyl]-5-chloro-1,2,4-thiadiazole. Yields the product CC(=O)NC(=O)c1ccc(OCCn2ccnc2)cc1. Starting materials: NC(=O)c1ccc(OCCn2ccnc2)cc1, CC(=O)O, CCC(C)=O, CN(C)C=O. As a reaction SMILES: [C:5]([NH2:6])(=[O:7])[c:8]1[cH:9][cH:10][c:11]([O:12][CH2:13][CH2:14][n:15]2[cH:16][n:17][cH:18][cH:19]2)[cH:20][cH:21]1.[CH3:1][C:2]([OH:3])=[O:4].[CH3:22][C:23](=[O:24])[CH2:25][CH3:26].[CH3:27][N:28]([CH3:29])[CH:30]=[O:31]>>[CH3:1][C:2](=[O:3])[NH:6][C:5](=[O:7])[c:8]1[cH:9][cH:10][c:11]([O:12][CH2:13][CH2:14][n:15]2[cH:16][n:17][cH:18][cH:19]2)[cH:20][cH:21]1. Reactants: NC1(CC=C(C=C1)O)OCC (p-aminophenetyl alcohol), C([O-])([O-])=O.[K+].[K+] (potassium carbonate), ClC1=CC=CC=C1 (monochlorobenzene), C(C)I (ethyl iodide). Solvent: ClCCl (dichloromethane). Run at temperature 120 celsius. Yields the product C(C)N(C1(CC=C(C=C1)O)OCC)CC (p-diethylaminophenetyl alcohol). RXN SMILES: [NH2:1][C:2]1([O:9][CH2:10][CH3:11])[CH:7]=[CH:6][C:5]([OH:8])=[CH:4][CH2:3]1.C(=O)([O-])[O-].[K+].[K+].Cl[C:19]1C=CC=C[CH:20]=1.[CH2:25](I)[CH3:26]>ClCCl>[CH2:19]([N:1]([CH2:25][CH3:26])[C:2]1([O:9][CH2:10][CH3:11])[CH:3]=[CH:4][C:5]([OH:8])=[CH:6][CH2:7]1)[CH3:20] |f:1.2.3|. Procedure details: A four-necked flask was charged with 9.6 g (70 mmol) of p-aminophenetyl alcohol, 38.7 g (280 mmol) of potassium carbonate and 100 ml of monochlorobenzene under argon gas atmosphere, and heated at 120° C. with agitation. To the flask was added dropwise 32.8 g (210 mmol) of ethyl iodide over 5 hours, and after addition, heated for 5 hours with agitation. The reaction solution was cooled to room temperature, diluted with dichloromethane, and washed with water three times. The dichloromethane soluti... Reactants: C(C1=CC=CC=C1)=O (benzaldehyde), Cl.NCCC1=CNC(N1[C@H]1COC2=C(C=C(C=C2C1)F)F)=S ((R)-5-(2-aminoethyl)-1-(6,8-difluorochroman-3-yl)-1H-imidazole-2(3H)-thione hydrochloride), C(C)(=O)O[BH-](OC(C)=O)OC(C)=O.[Na+] (sodium triacetoxyborohydride). Solvent: CC(C)O (2-propanol). Product: C(C1=CC=CC=C1)NCCC1=CNC(N1[C@H]1COC2=C(C=C(C=C2C1)F)F)=S ((R)-5-(2-(benzylamino)ethyl)-1-(6,8-difluorochroman-3-yl)-1H-imidazole-2(3H)-thione). As a reaction SMILES: Cl.[NH2:2][CH2:3][CH2:4][C:5]1[N:9]([C@@H:10]2[CH2:19][C:18]3[C:13](=[C:14]([F:21])[CH:15]=[C:16]([F:20])[CH:17]=3)[O:12][CH2:11]2)[C:8](=[S:22])[NH:7][CH:6]=1.[CH:23](=O)[C:24]1[CH:29]=[CH:28][CH:27]=[CH:26][CH:25]=1.C(O[BH-](OC(=O)C)OC(=O)C)(=O)C.[Na+]>CC(O)C>[CH2:23]([NH:2][CH2:3][CH2:4][C:5]1[N:9]([C@@H:10]2[CH2:19][C:18]3[C:13](=[C:14]([F:21])[CH:15]=[C:16]([F:20])[CH:17]=3)[O:12][CH2:11]2)[C:8](=[S:22])[NH:7][CH:6]=1)[C:24]1[CH:29]=[CH:28][CH:27]=[CH:26][CH:25]=1 |f:0.1,3.4|. Procedure: A 250 L reactor was charged with 12.25 kg of (R)-5-(2-aminoethyl)-1-(6,8-difluorochroman-3-yl)-1H-imidazole-2(3H)-thione hydrochloride, 114.82 kg of 2-propanol was added and the mixture was stirred at maximum speed (140 rpm). Through a dropping funnel 1.856 kg of benzaldehyde was added followed by 3.945 kg of sodium triacetoxyborohydride in five portions at Ti=20-25° C. according to the following addition order: Reactants: FC1=CC=C(C=C1)C(C(=O)O)(CC(=O)O)C (2-(4-Fluorophenyl)-2-methylbutanedioic Acid). Run in C(C)(=O)OC(C)=O (acetic anhydride). The product is FC1=CC=C(C=C1)C1(C(=O)OC(C1)=O)C (2-(4-Fluorophenyl)-2-methylsuccinic Acid Anhydride). Reaction SMILES: [F:1][C:2]1[CH:7]=[CH:6][C:5]([C:8]([CH3:16])([CH2:12][C:13]([OH:15])=[O:14])[C:9](O)=[O:10])=[CH:4][CH:3]=1>C(OC(=O)C)(=O)C>[F:1][C:2]1[CH:7]=[CH:6][C:5]([C:8]2([CH3:16])[CH2:12][C:13](=[O:15])[O:14][C:9]2=[O:10])=[CH:4][CH:3]=1. Procedure details: A solution of the diacid prepared in Example 3 (7 g, 0.034 mole) in 18 g of acetic anhydride was refluxed for 3 hours producing a light brown solution. The reaction mixture was concentrated in vacuo to the product as a syrup. This syrupy anhydride may be used without further purification or purified by distillation. Starting materials: FC1=C(C(=NC=C1)N)OC (4-fluoro-3-methoxypyridin-2-amine), Br (HBr), BrBr (bromine), BrC1=NC=CC(=C1OC)F (2-bromo-4-fluoro-3-methoxypyridine), N(=O)[O-].[Na+] (NaNO2), [OH-].[Na+] (NaOH). Conditions: temperature 0 celsius. Yields the product BrC1=NC=CC(=C1O)F (2-bromo-4-fluoropyridin-3-ol). RXN SMILES: [Br:1][C:2]1[C:7]([O:8]C)=[C:6]([F:10])[CH:5]=[CH:4][N:3]=1.FC1C=CN=C(N)C=1OC.Br.BrBr.N([O-])=O.[Na+].[OH-].[Na+]>>[Br:1][C:2]1[C:7]([OH:8])=[C:6]([F:10])[CH:5]=[CH:4][N:3]=1 |f:4.5,6.7|. Reported procedure: 2-bromo-4-fluoro-3-methoxypyridine. To a 0° C. solution of 4-fluoro-3-methoxypyridin-2-amine (1 eq.) and 48% HBr (10 eq.) is added bromine (3 eq.) dropwise, followed by the addition of 40% NaNO2 (5.5 eq.). The reaction is stirred at 0° C. until judged complete by TLC. The reaction mixture is adjusted to pH 13 with 50% NaOH (aq). The aqueous solution is extracted with EtOAc. The combined EtOAc layers are dried over MgSO4, concentrated in vacuo, and purified by column chromatography to give the ti... The reactants are ClC1=NC=CC(=N1)C=1C=C(CN(S(=O)(=O)C)CCC=2C=NC=CC2)C=CC1 (N-[3-(2-Chloro-pyrimidin-4-yl)-benzyl]-N-(2-pyridin-3-yl-ethyl)-methanesulfonamide), NCCC1=CC=C(C=C1)O (tyramine), 504. Product: OC1=CC=C(C=C1)CCNC1=NC=CC(=N1)C=1C=C(CN(S(=O)(=O)C)CCC=2C=NC=CC2)C=CC1 (N-(3-{2-[2-(4-hydroxy-phenyl)-ethylamino]-pyrimidin-4-yl}-benzyl)-N-(2-pyridin-3-yl-ethyl)-methanesulfonamide). Reaction SMILES: Cl[C:2]1[N:7]=[C:6]([C:8]2[CH:9]=[C:10]([CH:25]=[CH:26][CH:27]=2)[CH2:11][N:12]([CH2:17][CH2:18][C:19]2[CH:20]=[N:21][CH:22]=[CH:23][CH:24]=2)[S:13]([CH3:16])(=[O:15])=[O:14])[CH:5]=[CH:4][N:3]=1.[NH2:28][CH2:29][CH2:30][C:31]1[CH:36]=[CH:35][C:34]([OH:37])=[CH:33][CH:32]=1>>[OH:37][C:34]1[CH:35]=[CH:36][C:31]([CH2:30][CH2:29][NH:28][C:2]2[N:7]=[C:6]([C:8]3[CH:9]=[C:10]([CH:25]=[CH:26][CH:27]=3)[CH2:11][N:12]([CH2:17][CH2:18][C:19]3[CH:20]=[N:21][CH:22]=[CH:23][CH:24]=3)[S:13]([CH3:16])(=[O:15])=[O:14])[CH:5]=[CH:4][N:3]=2)=[CH:32][CH:33]=1. Procedure: Intermediate 19 was coupled with tyramine following procedure F. LC-MS showed the product had the expected M+H+ of 504. 1H NMR (Varian 300 MHz, CDCl3, shifts relative to the solvent peak at 7.24 ppm) δ 8.4 (d, 1H) 8.3 (s, 2H) 8.0 (s, 1H) 7.9 (d, 1H) 7.5 (m, 3H) 7.2 (m, 1H) 7.0 (d, 2H) 6.9 (d, 1H) 6.7 (d, 2H) 5.5 (m, 1H) 4.4 (s, 2H) 3.7 (m, 2H) 3.4 (m, 2H) 2.8 (m, 7H).